From a dataset of the Open Reaction Database (ORD), a public repository of structured organic reaction records. describe an organic reaction: reactants, conditions, products, and yield Reactants: OC1=C(C=C(C=O)C=C1[N+](=O)[O-])OCCO (4-hydroxy-3-(2-hydroxyethoxy)-5-nitrobenzaldehyde), OC1=C(C=C(C=O)C=C1[N+](=O)[O-])OCCO (4-hydroxy-3-(2-hydroxyethoxy)-5-nitrobenzaldehyde), C1(=CC=CC=C1)C(CC1=CC=CC=C1)=O (1,2-diphenyl-ethanone), NC(=O)N (urea), Cl (HCl). Solvent: C(C)O (ethanol). The product is OC1=C(C=C(C=C1[N+](=O)[O-])C1NC(NC(=C1C1=CC=CC=C1)C1=CC=CC=C1)=O)OCCO (4-(4-hydroxy-3-(2-hydroxyethoxy)-5-nitrophenyl)-5,6-diphenyl-3,4-dihydropyrimidin-2(1H)-one). Yield: 23.2%. Reaction SMILES: [OH:1][C:2]1[C:9]([N+:10]([O-:12])=[O:11])=[CH:8][C:5]([CH:6]=O)=[CH:4][C:3]=1[O:13][CH2:14][CH2:15][OH:16].[C:17]1([C:23](=O)[CH2:24][C:25]2[CH:30]=[CH:29][CH:28]=[CH:27][CH:26]=2)[CH:22]=[CH:21][CH:20]=[CH:19][CH:18]=1.[NH2:32][C:33]([NH2:35])=[O:34].Cl>C(O)C>[OH:1][C:2]1[C:9]([N+:10]([O-:12])=[O:11])=[CH:8][C:5]([CH:6]2[C:24]([C:25]3[CH:30]=[CH:29][CH:28]=[CH:27][CH:26]=3)=[C:23]([C:17]3[CH:22]=[CH:21][CH:20]=[CH:19][CH:18]=3)[NH:35][C:33](=[O:34])[NH:32]2)=[CH:4][C:3]=1[O:13][CH2:14][CH2:15][OH:16]. Procedure: To the solution of 4-hydroxy-3-(2-hydroxyethoxy)-5-nitrobenzaldehyde (Intermediate 71) (60 mg, 0.27 mmol), 1,2-diphenyl-ethanone (53 mg, 0.27 mmol) and urea (48.6 mg, 0.81 mmol) in 4 mL of ethanol was added 0.2 mL of concentrated HCl, and the mixture was stirred at reflux for 2 days. The mixture was concentrated and purified by reverse-phase preparatory HPLC (26-53% acetonitrile+0.1% trifluoroacetic acid in water+0.1% trifluoroacetic acid, over 15 min.) to give Compound 137 (28 mg, yield 23.7%)....